From a dataset of the Open Reaction Database (ORD), a public repository of structured organic reaction records. describe an organic reaction: reactants, conditions, products, and yield Starting materials: CCO, CCOC(=O)c1cc2cc(F)c(C(F)(F)F)cc2[nH]1, [Na+], [OH-]. The product is O=C(O)c1cc2cc(F)c(C(F)(F)F)cc2[nH]1. Reaction SMILES: [CH3:22][CH2:23][OH:24].[F:1][c:2]1[cH:3][c:4]2[cH:5][c:6]([C:15](=[O:16])[O:17][CH2:18][CH3:19])[nH:7][c:8]2[cH:9][c:10]1[C:11]([F:12])([F:13])[F:14].[Na+:21].[OH-:20]>>[F:1][c:2]1[cH:3][c:4]2[cH:5][c:6]([C:15](=[O:16])[OH:17])[nH:7][c:8]2[cH:9][c:10]1[C:11]([F:12])([F:13])[F:14].